From a dataset of the Open Reaction Database (ORD), a public repository of structured organic reaction records. describe an organic reaction: reactants, conditions, products, and yield The reactants are OCC(=O)[C@@H](O)[C@H](O)[C@@H](O)CO (L-sorbose), C[N+]1=C2C=CC=CC2=NC3=CC=CC=C31.COS(=O)(=O)[O-] (phenazine methosulfate), P(=O)([O-])([O-])[O-].[K+].[K+].[K+] (potassium phosphate), OCC(=O)[C@@H](O)[C@H](O)[C@@H](O)CO (L-sorbose). The solvent is O (water). Product: C([C@@H]([C@H]([C@@H](C(=O)C=O)O)O)O)O (L-sorbosone). Reaction SMILES: [OH:1][CH2:2][C:3]([C@H:5]([C@@H:7]([C@H:9]([CH2:11][OH:12])[OH:10])[OH:8])[OH:6])=[O:4].P([O-])([O-])([O-])=O.[K+].[K+].[K+].C[N+]1C2C(=CC=CC=2)N=C2C=1C=CC=C2.COS([O-])(=O)=O>O>[CH2:11]([OH:12])[C@H:9]([OH:10])[C@@H:7]([OH:8])[C@H:5]([OH:6])[C:3]([CH:2]=[O:1])=[O:4] |f:1.2.3.4,5.6|. Reported procedure: The reaction mixture containing 100 ml of cell free extract of UV-10, FERM BP-1267 (total enzyme activity, 123 units), as prepared by the manner as described in steps (1) to (2) of Example 1, 50 ml of 0.5M potassium phosphate buffer (PH 6.0), 50 ml of 1M L-sorbose solution, 10 ml of 0.2M phenazine methosulfate solution and 290 ml of water was incubated at 30° C. with gentle shaking. As a result, L-sorbosone was formed with the rate of 142 mg/hr. The reactants are P(=O)(O)(O)[O-].[Na+] (sodium dihydrogenphosphate), BrC1=CC=C(O1)C(=O)OCC (ethyl 5-bromo-2-furancarboxylate), C(C)#N (acetonitrile), C(#C)[Si](C)(C)C (ethynyltrimethylsilane), (triphenylphosphine)palladium chloride. The reagents and catalysts are [Cu](I)I (copper iodide). Run in C(C)N(CC)CC (triethylamine). Product: C[Si](C)(C)C#CC1=CC=C(O1)C(=O)OCC (ethyl 5-(trimethylsilylethynyl)-2-furancarboxylate). Reaction SMILES: Br[C:2]1[O:6][C:5]([C:7]([O:9][CH2:10][CH3:11])=[O:8])=[CH:4][CH:3]=1.C(#N)C.[C:15]([Si:17]([CH3:20])([CH3:19])[CH3:18])#[CH:16].P([O-])(O)(O)=O.[Na+]>[Cu](I)I.C(N(CC)CC)C>[CH3:18][Si:17]([C:15]#[C:16][C:2]1[O:6][C:5]([C:7]([O:9][CH2:10][CH3:11])=[O:8])=[CH:4][CH:3]=1)([CH3:20])[CH3:19] |f:3.4|. Procedure: A solution of 5 g of the product of Stage A, 15 ml of acetonitrile, 15 ml of triethylamine, 4.5 ml of ethynyltrimethylsilane, 170 mg of (triphenylphosphine)palladium chloride and 30 mg of copper iodide was heated at 40° C. for 2 and a half hours and then allowed to return to room temperature and was poured into an aqueous sodium dihydrogenphosphate solution. The mixture was extracted with ethyl acetate and the extract was washed with water and dried. The solvent was evaporated to obtain after ch... Reactants: COC(=O)C1(c2ccc3c(c2)C(C)(C)CO3)CC1, CO, Cl, [Li+], [OH-]. Yields the product CC1(C)COc2ccc(C3(C(=O)O)CC3)cc21. Reaction SMILES: [CH3:1][O:2][C:3](=[O:4])[C:5]1([c:8]2[cH:9][cH:10][c:11]3[c:12]([cH:18]2)[C:13]([CH3:16])([CH3:17])[CH2:14][O:15]3)[CH2:6][CH2:7]1.[CH3:22][OH:23].[ClH:21].[Li+:20].[OH-:19]>>[O:2]=[C:3]([OH:4])[C:5]1([c:8]2[cH:9][cH:10][c:11]3[c:12]([cH:18]2)[C:13]([CH3:16])([CH3:17])[CH2:14][O:15]3)[CH2:6][CH2:7]1. Starting materials: OC1=CC2=C(C(C(CO2)(C)C2=CC=C(C=C2)O)C2=CC(=CC=C2)OCCCCSCCCC(C(F)(F)F)(F)F)C=C1 ((3RS,4RS)-7-Hydroxy-3-(4-hydroxyphenyl)-3-methyl-4-[3-(4-(4,4,5,5,5-pentafluoropentylthio)butyloxy)phenyl]-2,3-dihydro-4H-benzopyran), CO (methanol), NaIO4. The solvent is O (water). Run at time 12 hour. Product: OC1=CC2=C(C(C(CO2)(C)C2=CC=C(C=C2)O)C2=CC(=CC=C2)OCCCCS(=O)CCCC(C(F)(F)F)(F)F)C=C1 ((3RS,4RS)-7-hydroxy-3-(4-hydroxyphenyl)-3-methyl-4-[3-(4-(4,4,5,5,5-pentafluoropentylsulfinyl)butyloxy)phenyl]-2,3-dihydro-4H-benzopyran). Isolated yield 89.0%. RXN SMILES: [OH:1][C:2]1[CH:41]=[CH:40][C:5]2[CH:6]([C:18]3[CH:23]=[CH:22][CH:21]=[C:20]([O:24][CH2:25][CH2:26][CH2:27][CH2:28][S:29][CH2:30][CH2:31][CH2:32][C:33]([F:39])([F:38])[C:34]([F:37])([F:36])[F:35])[CH:19]=3)[C:7]([C:11]3[CH:16]=[CH:15][C:14]([OH:17])=[CH:13][CH:12]=3)([CH3:10])[CH2:8][O:9][C:4]=2[CH:3]=1.C[OH:43]>O>[OH:1][C:2]1[CH:41]=[CH:40][C:5]2[CH:6]([C:18]3[CH:23]=[CH:22][CH:21]=[C:20]([O:24][CH2:25][CH2:26][CH2:27][CH2:28][S:29]([CH2:30][CH2:31][CH2:32][C:33]([F:39])([F:38])[C:34]([F:35])([F:36])[F:37])=[O:43])[CH:19]=3)[C:7]([C:11]3[CH:12]=[CH:13][C:14]([OH:17])=[CH:15][CH:16]=3)([CH3:10])[CH2:8][O:9][C:4]=2[CH:3]=1. Procedure: (3RS,4RS)-7-Hydroxy-3-(4-hydroxyphenyl)-3-methyl-4-[3-(4-(4,4,5,5,5-pentafluoropentylthio)butyloxy)phenyl]-2,3-dihydro-4H-benzopyran (72 mg, 0.12 mmol) was dissolved in methanol (5 ml) and water (1 ml), and NaIO4 (35 mg, 0.16 mmol) was added thereto. The reaction solution was stirred for 12 hours at room temperature and then extracted with ethyl acetate. The organic layer thus separated was washed with water, dried over anhydrous magnesium sulfate and then concentrated. The residue was subjected... The reactants are TEA, FC(/C=C/C(=O)OCC)(F)F (ethyl 4,4,4-trifluorocrotonate), OC1=C(C=O)C=CC=C1OC (2-hydroxy-3-methoxybenzaldehyde). The solvent is CS(=O)C (DMSO). Run at temperature 70 celsius. Yields the product COC=1C=CC=C2C=C(C(OC12)C(F)(F)F)C(=O)OCC (ethyl 8-methoxy-2-(trifluoromethyl)-2H-chromene-3-carboxylate). As a reaction SMILES: [OH:1][C:2]1[C:9]([O:10][CH3:11])=[CH:8][CH:7]=[CH:6][C:3]=1[CH:4]=O.[F:12][C:13]([F:22])([F:21])/[CH:14]=[CH:15]/[C:16]([O:18][CH2:19][CH3:20])=[O:17]>CS(C)=O>[CH3:11][O:10][C:9]1[CH:8]=[CH:7][CH:6]=[C:3]2[C:2]=1[O:1][CH:14]([C:13]([F:12])([F:22])[F:21])[C:15]([C:16]([O:18][CH2:19][CH3:20])=[O:17])=[CH:4]2. Procedure: The 2-hydroxy-3-methoxybenzaldehyde (3.05 g, 20mmol) was dissolved in DMSO (9 mL). TEA (4.09 g, 40 mmol) and ethyl 4,4,4-trifluorocrotonate (6.93 g, 40 mmol) were added to above solution. The reaction was heated to 70° C. and monitored by TLC and GCMS until done. The reaction was quenched with 10% HCl. The compound was extracted with EtOAc and washed with water and NH4Cl. The organic was dried over MgSO4. After concentrated, the crude compound was purified by flash column with 20% EtOAc in hexan... The reactants are FC(CNC(NC1=NC(=NC=C1)SCC#CCN1C(C=2C(C1=O)=CC=CC2)=O)=S)(F)F (4-[3-(2,2,2-trifluoroethyl)thioureido]-2-(4-phthalimidobut-2-ynylthio)pyrimidine), CN(C)C=O (DMF), N (ammonia), mercuric oxide. Run in CCO (EtOH). Reaction conditions: time 2 hour. Yields the product FC(CN=C(NC1=NC(=NC=C1)SCC#CCN)N)(F)F (4-[2-(2,2,2-trifluoroethyl)guanidino]-2-(4-aminobut-2-ynylthio)pyrimidine). RXN SMILES: [F:1][C:2]([F:31])([F:30])[CH2:3][NH:4][C:5](=S)[NH:6][C:7]1[CH:12]=[CH:11][N:10]=[C:9]([S:13][CH2:14][C:15]#[C:16][CH2:17][N:18]2C(=O)C3=CC=CC=C3C2=O)[N:8]=1.C[N:33](C=O)C.N>CCO>[F:31][C:2]([F:1])([F:30])[CH2:3][N:4]=[C:5]([NH2:33])[NH:6][C:7]1[CH:12]=[CH:11][N:10]=[C:9]([S:13][CH2:14][C:15]#[C:16][CH2:17][NH2:18])[N:8]=1. Reported procedure: A mixture of 4-[3-(2,2,2-trifluoroethyl)thioureido]-2-(4-phthalimidobut-2-ynylthio)pyrimidine (0.37 g.), DMF (10 ml.), saturated ethanolic ammonia (1 ml.), EtOH (10 ml.) and yellow mercuric oxide (0.32 g.) was stirred at room temperature for 2 hours and then filtered and the filtrate evaporated to dryness. The residue was treated with EtOH (20 ml.) and 98% hydrazine hydrate (1 ml.) and the mixture heated under reflux for 1 hour and then evaporated to dryness. The residue was stirred with N aqueo... Reaction SMILES: [Br:1][c:2]1[cH:3][c:4]([CH:5]=[CH2:6])[cH:7][cH:8][c:9]1[CH3:10].[CH2:27]1[O:28][CH2:29][CH2:30][CH2:31]1.[Cl-:25].[Cl:11][P:12]([c:13]1[cH:14][cH:15][cH:16][cH:17][cH:18]1)[c:19]1[cH:20][cH:21][cH:22][cH:23][cH:24]1.[NH4+:26]>>[c:2]1([P:12]([c:13]2[cH:14][cH:15][cH:16][cH:17][cH:18]2)[c:19]2[cH:20][cH:21][cH:22][cH:23][cH:24]2)[cH:3][c:4]([CH:5]=[CH2:6])[cH:7][cH:8][c:9]1[CH3:10]. Yields the product C=Cc1ccc(C)c(P(c2ccccc2)c2ccccc2)c1. Starting materials: C=Cc1ccc(C)c(Br)c1, C1CCOC1, [Cl-], ClP(c1ccccc1)c1ccccc1, [NH4+]. Reactants: O(C1=CC=CC=C1)C1=CC=C(C=C1)S(=O)C1=CC=C(C=C1)OC1=CC=CC=C1 (bis-(4-phenoxyphenyl)sulfoxide), C1(=CC=CC=C1)OC1=CC=CC=C1 (diphenyl ether), CS(=O)(=O)O (methane sulfonic acid). The solvent is C(Cl)Cl (methylene chloride). Conditions: temperature 100 celsius. The product is CS(=O)(=O)[O-].O(C1=CC=CC=C1)C1=CC=C(C=C1)[S+](C1=CC=C(C=C1)OC1=CC=CC=C1)C1=CC=C(C=C1)OC1=CC=CC=C1 (tris-(4-phenoxyphenyl)sulfonium methane sulfonate). Yield: 81.3%. As a reaction SMILES: [O:1]([C:8]1[CH:13]=[CH:12][C:11]([S:14]([C:16]2[CH:21]=[CH:20][C:19]([O:22][C:23]3[CH:28]=[CH:27][CH:26]=[CH:25][CH:24]=3)=[CH:18][CH:17]=2)=O)=[CH:10][CH:9]=1)[C:2]1[CH:7]=[CH:6][CH:5]=[CH:4][CH:3]=1.[C:29]1([O:35][C:36]2[CH:41]=[CH:40][CH:39]=[CH:38][CH:37]=2)[CH:34]=[CH:33][CH:32]=[CH:31][CH:30]=1.[CH3:42][S:43]([OH:46])(=[O:45])=[O:44]>C(Cl)Cl>[CH3:42][S:43]([O-:46])(=[O:45])=[O:44].[O:1]([C:8]1[CH:13]=[CH:12][C:11]([S+:14]([C:39]2[CH:40]=[CH:41][C:36]([O:35][C:29]3[CH:34]=[CH:33][CH:32]=[CH:31][CH:30]=3)=[CH:37][CH:38]=2)[C:16]2[CH:21]=[CH:20][C:19]([O:22][C:23]3[CH:28]=[CH:27][CH:26]=[CH:25][CH:24]=3)=[CH:18][CH:17]=2)=[CH:10][CH:9]=1)[C:2]1[CH:7]=[CH:6][CH:5]=[CH:4][CH:3]=1 |f:4.5|. Procedure: A mixture of 5.8 g of bis-(4-phenoxyphenyl)sulfoxide and 2.55 g of diphenyl ether in 18 ml of methylene chloride was added dropwise over a period of 3 hours to 7.21 g of methane sulfonic acid at 100° C. The methylene chloride was distilled off as the addition proceeded. The mixture was then heated at 100° C. for 28 hours and worked up substantially according to the procedure previously described to give 7.74 g of tris-(4-phenoxyphenyl)sulfonium methane sulfonate (81.3 percent yield). Reactants: CCN1C(=O)Cc2cc(O)ccc21, O=C(Cl)CCl, ClCCl, Cl, c1ccncc1. Product: CCN1C(=O)Cc2cc(OC(=O)CCl)ccc21. Reaction SMILES: [CH2:1]([CH3:2])[N:3]1[C:4](=[O:13])[CH2:5][c:6]2[cH:7][c:8]([OH:12])[cH:9][cH:10][c:11]21.[Cl:20][CH2:21][C:22](=[O:23])[Cl:24].[Cl:26][CH2:27][Cl:28].[ClH:25].[cH:14]1[cH:15][cH:16][n:17][cH:18][cH:19]1>>[CH2:1]([CH3:2])[N:3]1[C:4](=[O:13])[CH2:5][c:6]2[cH:7][c:8]([O:12][C:22]([CH2:21][Cl:20])=[O:23])[cH:9][cH:10][c:11]21. The reactants are ClC(Cl)Cl, O=C(Cl)C(=O)Cl, CN(C)C=O, O=c1cc[nH]c2oc(-c3ccc(O)cc3)c(-c3ccccc3)c12. Yields the product Oc1ccc(-c2oc3nccc(Cl)c3c2-c2ccccc2)cc1. Reaction SMILES: [CH:24]([Cl:25])([Cl:26])[Cl:27].[Cl:28][C:29]([C:30]([Cl:31])=[O:32])=[O:33].[O:34]=[CH:35][N:36]([CH3:37])[CH3:38].[OH:1][c:2]1[cH:3][cH:4][c:5](-[c:8]2[c:9](-[c:18]3[cH:19][cH:20][cH:21][cH:22][cH:23]3)[c:10]3[c:11]([nH:12][cH:13][cH:14][c:15]3=[O:16])[o:17]2)[cH:6][cH:7]1>>[OH:1][c:2]1[cH:3][cH:4][c:5](-[c:8]2[c:9](-[c:18]3[cH:19][cH:20][cH:21][cH:22][cH:23]3)[c:10]3[c:11]([n:12][cH:13][cH:14][c:15]3[Cl:25])[o:17]2)[cH:6][cH:7]1.